This data is from the Open Reaction Database (ORD), a public repository of structured organic reaction records. The task is: describe an organic reaction: reactants, conditions, products, and yield Reactants: BrB(Br)Br, CCN(CC)C(=O)c1ccc2c(c1)Oc1cc(OC)ccc1C2=C1CC2CCC(C1)N2, ClCCl, [NH4+], [OH-], O=C(O)C(F)(F)F. The product is CCN(CC)C(=O)c1ccc2c(c1)Oc1cc(O)ccc1C2=C1CC2CCC(C1)N2. As a reaction SMILES: [B:1]([Br:2])([Br:3])[Br:4].[CH2:12]([CH3:13])[N:14]([C:15](=[O:16])[c:17]1[cH:18][cH:19][c:20]2[c:29]([cH:30]1)[O:28][c:27]1[c:22]([cH:23][cH:24][c:25]([O:31][CH3:32])[cH:26]1)[C:21]2=[C:33]1[CH2:34][CH:35]2[CH2:36][CH2:37][CH:38]([CH2:39]1)[NH:40]2)[CH2:41][CH3:42].[Cl:45][CH2:46][Cl:47].[NH4+:43].[OH-:44].[OH:5][C:6]([C:7]([F:8])([F:9])[F:10])=[O:11]>>[CH2:12]([CH3:13])[N:14]([C:15](=[O:16])[c:17]1[cH:18][cH:19][c:20]2[c:29]([cH:30]1)[O:28][c:27]1[c:22]([cH:23][cH:24][c:25]([OH:31])[cH:26]1)[C:21]2=[C:33]1[CH2:34][CH:35]2[CH2:36][CH2:37][CH:38]([CH2:39]1)[NH:40]2)[CH2:41][CH3:42]. The reactants are CC(CCC(=O)OCCN(C)C)C (2-(N,N-Dimethylamino)ethyl 4-methylvalerate), C(C1=CC=CC=C1)Cl (benzyl chloride). The solvent is C(C)#N (acetonitrile). The product is [Cl-].CC(CCC(=O)OCC[N+](C)(C)CC1=CC=CC=C1)C (N-(4-Methylvaleryloxyethyl)-N,N-dimethylbenzylammonium chloride). As a reaction SMILES: [CH3:1][CH:2]([CH3:13])[CH2:3][CH2:4][C:5]([O:7][CH2:8][CH2:9][N:10]([CH3:12])[CH3:11])=[O:6].[CH2:14]([Cl:21])[C:15]1[CH:20]=[CH:19][CH:18]=[CH:17][CH:16]=1>C(#N)C>[Cl-:21].[CH3:1][CH:2]([CH3:13])[CH2:3][CH2:4][C:5]([O:7][CH2:8][CH2:9][N+:10]([CH2:14][C:15]1[CH:20]=[CH:19][CH:18]=[CH:17][CH:16]=1)([CH3:12])[CH3:11])=[O:6] |f:3.4|. Reported procedure: A solution of 46.83 g (0.25 mol) of 2-(N,N-dimethylamino)ethyl-4-methylvalerate (prepared as described in Example 1) and 31.65 g (0.25 mol) of benzyl chloride in 250 ml of acetonitrile was heated at reflux for 1.25 hours. The reaction mixture was then concentrated to a viscous oil and used in the ion exchange step with no further purification. Starting materials: O1CCOC12CCC(CC2)C(=O)OCC (ethyl 1,4-dioxaspiro[4.5]decane-8-carboxylate), ice water, [Li+].C[Si](C)(C)[N-][Si](C)(C)C (LiHMDS), solution, FN(S(=O)(=O)C1=CC=CC=C1)S(=O)(=O)C1=CC=CC=C1 (N-fluoro-di(benzenesulfonyl)-amine), C(=O)(O)[O-].[Na+] (NaHCO3). Solvent: C1CCOC1 (THF), C1CCOC1 (THF). Reaction conditions: time 1 hour. Product: FC1(CCC2(OCCO2)CC1)C(=O)OCC (Ethyl 8-fluoro-1,4-dioxaspiro[4.5]decane-8-carboxylate). Yield: 102.6%. RXN SMILES: [O:1]1[C:5]2([CH2:10][CH2:9][CH:8]([C:11]([O:13][CH2:14][CH3:15])=[O:12])[CH2:7][CH2:6]2)[O:4][CH2:3][CH2:2]1.[Li+].C[Si]([N-][Si](C)(C)C)(C)C.[F:26]N(S(C1C=CC=CC=1)(=O)=O)S(C1C=CC=CC=1)(=O)=O.C([O-])(O)=O.[Na+]>C1COCC1>[F:26][C:8]1([C:11]([O:13][CH2:14][CH3:15])=[O:12])[CH2:9][CH2:10][C:5]2([O:4][CH2:3][CH2:2][O:1]2)[CH2:6][CH2:7]1 |f:1.2,4.5|. Procedure: To a solution of ethyl 1,4-dioxaspiro[4.5]decane-8-carboxylate (15 g, 70.0 mmol, 1 equiv) in THF (200 mL) at 0° C. (ice water bath), was added LiHMDS (98 mL of a 1 M solution in THF, 98 mmol, 1.4 equiv) in 4 portions over ˜2 min. After stirring 1 h, N-fluoro-di(benzenesulfonyl)-amine (26.5 g, 84 mmol, 1.2 equiv) was added. The reaction was stirred 20 min then poured into a saturated aqueous solution of NaHCO3. The aqueous solution was extracted with ether (×3). The combined ether layers were dri... Starting materials: O.NN (Hydrazine hydrate), [OH-].[K+] (potassium hydroxide), [OH-].[K+] (potassium hydroxide), O (water), ClC=1C=C(C=CC1SC1CCCC1)C(C(=O)O)=O ((3-chloro-4-cyclopentylsulfanyl-phenyl)-oxo-acetic acid), [OH-].[K+] (potassium hydroxide), O (water). Solvent: C(C)OCC (diethyl ether). Reaction conditions: temperature -78 celsius. The product is ClC=1C=C(C=CC1SC1CCCC1)CC(=O)O ((3-chloro-4-cyclopentylsulfanyl-phenyl)-acetic acid). RXN SMILES: O.NN.[Cl:4][C:5]1[CH:6]=[C:7]([C:17](=O)[C:18]([OH:20])=[O:19])[CH:8]=[CH:9][C:10]=1[S:11][CH:12]1[CH2:16][CH2:15][CH2:14][CH2:13]1.[OH-].[K+].O>C(OCC)C>[Cl:4][C:5]1[CH:6]=[C:7]([CH2:17][C:18]([OH:20])=[O:19])[CH:8]=[CH:9][C:10]=1[S:11][CH:12]1[CH2:16][CH2:15][CH2:14][CH2:13]1 |f:0.1,3.4|. Reported procedure: Hydrazine hydrate (10 equiv.) is placed in a three neck flask fitted with an overhead mechanical stirrer and a reflux condenser and cooled in a dry ice acetone bath at −78° C. After the solution reached −50° C. the bath is removed and (3-chloro-4-cyclopentylsulfanyl-phenyl)-oxo-acetic acid (15.00 mmol) is added in one portion. It is then heated in an oil bath to 80° C. After the reaction is at 80° C. it is treated with potassium hydroxide (0.60 equiv.) and stirred vigorously. When the reaction r... Isolated yield 83.9%. Solvent: O (water). RXN SMILES: [CH2:1]([C:9]1[CH:10]=[N:11][C:12]([C:15]2[CH:20]=[CH:19][C:18]([OH:21])=[CH:17][CH:16]=2)=[N:13][CH:14]=1)[CH2:2][CH2:3][CH2:4][CH2:5][CH2:6][CH2:7][CH3:8].[F:22][C:23]([F:38])([S:34](F)(=[O:36])=[O:35])[C:24]([F:33])([F:32])[C:25]([F:31])([F:30])[C:26]([F:29])([F:28])[F:27].C(OC)(C)(C)C>O>[F:29][C:26]([F:27])([F:28])[C:25]([F:30])([F:31])[C:24]([F:32])([F:33])[C:23]([F:38])([F:22])[S:34]([O:21][C:18]1[CH:19]=[CH:20][C:15]([C:12]2[N:11]=[CH:10][C:9]([CH2:1][CH2:2][CH2:3][CH2:4][CH2:5][CH2:6][CH2:7][CH3:8])=[CH:14][N:13]=2)=[CH:16][CH:17]=1)(=[O:35])=[O:36]. Procedure details: A 12 liter flask fitted with a mechanical stirrer, a constant addition funnel, a thermometer, and a reflux condenser was charged with of 5-octyl-2-(4-hydroxyphenyl)pyrimidine (300 g, 1.05 mol), perfluorobutanesulfonyl fluoride (378 g, 1.25 mol), and tert-butylmethylether (3 L) under positive nitrogen pressure and was cooled with an ice bath to 16° C. 1,8-Diazobicyclo[5.4.0]undec-7-ene (180 g, 1.18 mol) was added to the resulting mixture over 25 minutes, while maintaining the temperature of the m... Conditions: temperature 16 celsius, time 2 hour. Yields the product FC(C(C(C(S(=O)(=O)OC1=CC=C(C=C1)C1=NC=C(C=N1)CCCCCCCC)(F)F)(F)F)(F)F)(F)F (4-(5-octyl pyrimidine-2-yl)phenyl nonafluorobutane sulfonate). Reactants: C(CCCCCCC)C=1C=NC(=NC1)C1=CC=C(C=C1)O (5-octyl-2-(4-hydroxyphenyl)pyrimidine), FC(C(C(C(F)(F)F)(F)F)(F)F)(S(=O)(=O)F)F (perfluorobutanesulfonyl fluoride), C(C)(C)(C)OC (tert-butylmethylether), 1,8-Diazobicyclo[5.4.0]undec-7-ene. The reactants are [K+], Cc1nc(N)nc(N)c1-c1cc(Cl)cc(Cl)c1Cl, N, O=[N+]([O-])[O-], O=S(=O)(O)O. The product is Cc1nc(N)nc(N)c1-c1cc(Cl)c([N+](=O)[O-])c(Cl)c1Cl. As a reaction SMILES: [K+:19].[NH2:1][c:2]1[n:3][c:4]([CH3:18])[c:5](-[c:9]2[c:10]([Cl:17])[c:11]([Cl:16])[cH:12][c:13]([Cl:15])[cH:14]2)[c:6]([NH2:8])[n:7]1.[NH3:24].[O-:20][N+:21]([O-:22])=[O:23].[S:25](=[O:26])(=[O:27])([OH:28])[OH:29]>>[NH2:1][c:2]1[n:3][c:4]([CH3:18])[c:5](-[c:9]2[c:10]([Cl:17])[c:11]([Cl:16])[c:12]([N+:21](=[O:20])[O-:22])[c:13]([Cl:15])[cH:14]2)[c:6]([NH2:8])[n:7]1. Starting materials: C(C)OP(=O)(OCC)N (diethoxyphosphorylamine), [H-].[Na+] (sodium hydride), CC=1C(=CC2=C(C(CSC2C(=O)O)=O)C1)C (6,7-dimethyl-3,4-dihydro-1H-2-benzothiopyran-4-one-1-carboxylic acid), C(C(=O)Cl)(=O)Cl (oxalyl chloride). The reagents and catalysts are CN(C)C=O (DMF). The solvent is oil, C1CCOC1 (THF), C1CCOC1 (THF), O (water). Run at time 1 hour. The product is C(C)OP(=O)(OCC)NC(=O)C1SCC(C2=C1C=C(C(=C2)C)C)=O (N-diethoxyphosphoryl-6,7-dimethyl-3,4-dihydro-1H-2-benzothiopyran-4-one-1-carboxamide). Yield: 19.5%. RXN SMILES: [CH3:1][C:2]1[C:3]([CH3:16])=[CH:4][C:5]2[CH:10]([C:11]([OH:13])=O)[S:9][CH2:8][C:7](=[O:14])[C:6]=2[CH:15]=1.C(Cl)(=O)C(Cl)=O.[CH2:23]([O:25][P:26]([NH2:31])([O:28][CH2:29][CH3:30])=[O:27])[CH3:24].[H-].[Na+]>C1COCC1.CN(C=O)C.O>[CH2:23]([O:25][P:26]([NH:31][C:11]([CH:10]1[C:5]2[CH:4]=[C:3]([CH3:16])[C:2]([CH3:1])=[CH:15][C:6]=2[C:7](=[O:14])[CH2:8][S:9]1)=[O:13])([O:28][CH2:29][CH3:30])=[O:27])[CH3:24] |f:3.4|. Reported procedure: To a solution of 6,7-dimethyl-3,4-dihydro-1H-2-benzothiopyran-4-one-1-carboxylic acid (0.945 g) in THF (10 ml) were added oxalyl chloride (0.609 g) and DMF (2 drops), and the mixture was stirred at room temperature for 1 hour. On the other hand, a mixture of diethoxyphosphorylamine (4.9 g), sodium hydride in oil (60%, 0.32 g) and THF (30 ml) was stirred with ice-cooling for 30 minutes and, then, the above solution was added. The mixture was stirred with ice-cooling for 30 minutes, poured into wa... The reactants are FC1=NC=C(C(=N1)N1C(OC[C@@H]1CF)=O)F ((R)-3-(2,5-difluoropyrimidin-4-yl)-4-(fluoromethyl)oxazolidin-2-one), ClC1=CC=C(C=C1)C1=CN=C(O1)[C@H](C)N ((S)-1-(5-(4-chlorophenyl)oxazol-2-yl)ethanamine), CCN(C(C)C)C(C)C (DIPEA). Solvent: CS(=O)C (DMSO), CCOC(=O)C (EtOAc). Run at temperature 120 celsius. Product: ClC1=CC=C(C=C1)C1=CN=C(O1)[C@H](C)NC1=NC=C(C(=N1)N1C(OC[C@@H]1CF)=O)F ((R)-3-(2-(((S)-1-(5-(4-chlorophenyl)oxazol-2-yl)ethyl)amino)-5-fluoropyrimidin-4-yl)-4-(fluoromethyl)oxazolidin-2-one). Isolated yield 86.4%. As a reaction SMILES: F[C:2]1[N:7]=[C:6]([N:8]2[C@@H:12]([CH2:13][F:14])[CH2:11][O:10][C:9]2=[O:15])[C:5]([F:16])=[CH:4][N:3]=1.[Cl:17][C:18]1[CH:23]=[CH:22][C:21]([C:24]2[O:28][C:27]([C@@H:29]([NH2:31])[CH3:30])=[N:26][CH:25]=2)=[CH:20][CH:19]=1.CCN(C(C)C)C(C)C>CS(C)=O.CCOC(C)=O>[Cl:17][C:18]1[CH:19]=[CH:20][C:21]([C:24]2[O:28][C:27]([C@@H:29]([NH:31][C:2]3[N:7]=[C:6]([N:8]4[C@@H:12]([CH2:13][F:14])[CH2:11][O:10][C:9]4=[O:15])[C:5]([F:16])=[CH:4][N:3]=3)[CH3:30])=[N:26][CH:25]=2)=[CH:22][CH:23]=1. Reported procedure: (R)-3-(2,5-difluoropyrimidin-4-yl)-4-(fluoromethyl)oxazolidin-2-one (105 mg, 0.449 mmol), (S)-1-(5-(4-chlorophenyl)oxazol-2-yl)ethanamine (100 mg, 0.449 mmol), and DIPEA (157 ul, 0.898 mmol) were dissolved in DMSO (1 mL) and the reaction mixture was heated at 120° C. for 2 h. The reaction mixture was cooled, diluted with EtOAc, washed with water and brine, and concentrated in vacuo. Column chromatography (5-50% EtOAc/DCM) gave the desired product (169 mg) as a white foam. 1H NMR (400 MHz, CDCl3)... Starting materials: CCC1CC(OC(=O)Oc2ccc([N+](=O)[O-])cc2)CC1c1nnc2cnc3c(ccn3S(=O)(=O)c3ccc(C)cc3)n12, C1COCCO1, CN(C)c1ccncc1, Nc1ccccc1. The product is CCC1CC(OC(=O)Nc2ccccc2)CC1c1nnc2cnc3c(ccn3S(=O)(=O)c3ccc(C)cc3)n12. Reaction SMILES: [C:8]([O:9][CH:10]1[CH2:11][CH:12]([CH2:37][CH3:38])[CH:13]([c:15]2[n:16][n:17][c:18]3[n:19]2[c:20]2[c:21]([n:22][cH:23]3)[n:24]([S:27](=[O:28])(=[O:29])[c:30]3[cH:31][cH:32][c:33]([CH3:34])[cH:35][cH:36]3)[cH:25][cH:26]2)[CH2:14]1)([O:39][c:41]1[cH:42][cH:43][c:44]([N+:45]([O-:46])=[O:47])[cH:48][cH:49]1)=[O:40].[CH2:59]1[O:60][CH2:61][CH2:62][O:63][CH2:64]1.[CH3:50][N:51]([c:52]1[cH:53][cH:54][n:55][cH:56][cH:57]1)[CH3:58].[NH2:1][c:2]1[cH:3][cH:4][cH:5][cH:6][cH:7]1>>[NH:1]([c:2]1[cH:3][cH:4][cH:5][cH:6][cH:7]1)[C:8]([O:9][CH:10]1[CH2:11][CH:12]([CH2:37][CH3:38])[CH:13]([c:15]2[n:16][n:17][c:18]3[n:19]2[c:20]2[c:21]([n:22][cH:23]3)[n:24]([S:27](=[O:28])(=[O:29])[c:30]3[cH:31][cH:32][c:33]([CH3:34])[cH:35][cH:36]3)[cH:25][cH:26]2)[CH2:14]1)=[O:39].